This data is from the Open Reaction Database (ORD), a public repository of structured organic reaction records. The task is: describe an organic reaction: reactants, conditions, products, and yield Reactants: polyphosphoric acid, CC1=CC2=C(C(C3=C(CC2)C=CC=C3)=O)C=C1 (2-methyl-10,11-dihydro-5H-dibenzo[a,d]cyclohepten-5-one), C(=O)(O)C1=C(CCC=2C=C(C=CC2)C)C=CC=C1 (3-(o-carboxyphenethyl)toluene), S1(=O)(=O)CCCC1 (sulpholane). The solvent is O (water). Run at temperature 100 celsius, time 90 minute. Yields the product C(=O)(O)C1=C(CCCCC=2C=CC=CC2)C=CC=C1 (3-(o-carboxyphenethyl)ethylbenzene), C(C)C1=CC2=C(C(C3=C(CC2)C=CC=C3)=O)C=C1 (2-ethyl-10,11-dihydro-5H-dibenzo[a,d]cyclohepten-5-one). Reaction SMILES: [C:1]([C:4]1[CH:18]=[CH:17][CH:16]=[CH:15][C:5]=1[CH2:6][CH2:7][C:8]1[CH:9]=[C:10]([CH3:14])[CH:11]=[CH:12][CH:13]=1)([OH:3])=[O:2].S1([CH2:25][CH2:24][CH2:23][CH2:22]1)(=O)=O.C[C:27]1[CH:42]=[CH:41][C:30]2[C:31](=[O:40])[C:32]3[CH:39]=CC=[CH:36][C:33]=3[CH2:34][CH2:35][C:29]=2[CH:28]=1>O>[C:1]([C:4]1[CH:18]=[CH:17][CH:16]=[CH:15][C:5]=1[CH2:6][CH2:7][CH2:8][CH2:9][C:10]1[CH:11]=[CH:12][CH:13]=[CH:22][CH:14]=1)([OH:3])=[O:2].[CH2:23]([C:24]1[CH:25]=[CH:39][C:32]2[C:31](=[O:40])[C:30]3[CH:41]=[CH:42][CH:27]=[CH:28][C:29]=3[CH2:35][CH2:34][C:33]=2[CH:36]=1)[CH3:22]. Procedure: 75 Gm. of 3-(o-carboxyphenethyl)toluene is dissolved in 400 ml. sulpholane and heated to 110°-120° C. 200 Ml. of polyphosphoric acid is added and the mixture is stirred at 100° C. for 90 minutes, and then poured onto ice and water. The mixture is extracted with hexane and the solution dried and evaporated to give 64 gm., 89%, of 2-methyl-10,11-dihydro-5H-dibenzo[a,d]cyclohepten-5-one as an oil. Use of 3-(o-carboxyphenethyl)ethylbenzene gives a similar yield of 2-ethyl-10,11-dihydro-5H-dibenzo[a,...